This data is from the Open Reaction Database (ORD), a public repository of structured organic reaction records. The task is: describe an organic reaction: reactants, conditions, products, and yield The reactants are OC(CN1C(C2=CC=CC=C2C1=O)=O)CSC=1SC(=CC1)CN1CCCCC1 (2-[2-hydroxy-3-[5-(1-piperidylmethyl)-2-thienylthio]propyl]-1H-isoindole-1,3-dione), O.NN (hydrazine hydrate). Run in C(C)O (ethanol). Yields the product OC(CN)CSC=1SC(=CC1)CN1CCCCC1 (2-Hydroxy-3-[5-(piperidylmethyl)-2-thienylthio]propylamine). As a reaction SMILES: [OH:1][CH:2]([CH2:15][S:16][C:17]1[S:18][C:19]([CH2:22][N:23]2[CH2:28][CH2:27][CH2:26][CH2:25][CH2:24]2)=[CH:20][CH:21]=1)[CH2:3][N:4]1C(=O)C2C(=CC=CC=2)C1=O.O.NN>C(O)C>[OH:1][CH:2]([CH2:15][S:16][C:17]1[S:18][C:19]([CH2:22][N:23]2[CH2:28][CH2:27][CH2:26][CH2:25][CH2:24]2)=[CH:20][CH:21]=1)[CH2:3][NH2:4] |f:1.2|. Procedure: 8.60 g (20 mmol) of 2-[2-hydroxy-3-[5-(1-piperidylmethyl)-2-thienylthio]propyl]-1H-isoindole-1,3-dione and 3,3 ml of hydrazine hydrate (80%) are boiled in 80 ml of ethanol for 3 hours. The residue obtained after concentration of the mixture by evaporation is taken up in 50 ml of water; 8 ml of conc. hydrochloric acid are added and the reaction mixture is filtered. The filtrate is adjusted to pH 12 with conc. sodium hydroxide solution and extracted with 3×40 ml methylene chloride. The organic pha... Starting materials: OC1=CC=C(C2=C1C(=C(O2)CC2=CC=C(C=C2)OC)C)Cl (4-hydroxy-7-chloro-2-(4'-methoxvphenylmethyl)-3-methylbenzofuran), C([O-])([O-])=O.[K+].[K+] (potassium carbonate), C(C=C)Br (allyl bromide). The solvent is CC(=O)C (acetone). Yields the product C(C=C)OC1=CC=C(C2=C1C(=C(O2)CC2=CC=C(C=C2)OC)C)Cl (4-allyloxy-7-chloro-2-(4'-methoxyphenylmethyl)-3-methylbenzofuran). The yield is 113.2%. As a reaction SMILES: [OH:1][C:2]1[C:7]2[C:8]([CH3:20])=[C:9]([CH2:11][C:12]3[CH:17]=[CH:16][C:15]([O:18][CH3:19])=[CH:14][CH:13]=3)[O:10][C:6]=2[C:5]([Cl:21])=[CH:4][CH:3]=1.C(=O)([O-])[O-].[K+].[K+].[CH2:28](Br)[CH:29]=[CH2:30]>CC(C)=O>[CH2:30]([O:1][C:2]1[C:7]2[C:8]([CH3:20])=[C:9]([CH2:11][C:12]3[CH:17]=[CH:16][C:15]([O:18][CH3:19])=[CH:14][CH:13]=3)[O:10][C:6]=2[C:5]([Cl:21])=[CH:4][CH:3]=1)[CH:29]=[CH2:28] |f:1.2.3|. Procedure: To a solution of 4-hydroxy-7-chloro-2-(4'-methoxyphenylmethyl)-3-methylbenzofuran (164) (Example 44) (1.5 g, 5 mmol) in 30 mL acetone was added potassium carbonate (690 mg, 5 mmol) and allyl bromide (605 mg, 5 mmol). The mixture was refluxed for 20 h, then filtered through celite after cooling to room temperature. Concentration of the filtrate gave 1.94 g of the 4-allyloxy-7-chloro-2-(4'-methoxyphenylmethyl)-3-methylbenzofuran as a light brown oil. The crude material was refluxed in 8 mL o-dichl... Reactants: [Cr](=O)(=O)([O-])Cl.[NH+]1=CC=CC=C1 (pyridinium chlorochromate), ClC1=CC=C(OCCCCCO)C=C1 (5-(4-chlorophenoxy)-1-pentanol). The solvent is C(Cl)Cl (methylene chloride), C(C)OCC (ethyl ether). Conditions: time 3 hour. Yields the product ClC1=CC=C(OCCCCC=O)C=C1 (5-(4-chlorophenoxy)-1-pentanal). Reaction SMILES: [Cr](Cl)([O-])(=O)=O.[NH+]1C=CC=CC=1.[Cl:12][C:13]1[CH:25]=[CH:24][C:16]([O:17][CH2:18][CH2:19][CH2:20][CH2:21][CH2:22][OH:23])=[CH:15][CH:14]=1>C(Cl)Cl.C(OCC)C>[Cl:12][C:13]1[CH:25]=[CH:24][C:16]([O:17][CH2:18][CH2:19][CH2:20][CH2:21][CH:22]=[O:23])=[CH:15][CH:14]=1 |f:0.1|. Procedure details: To a suspension of 33 g (0.15 mmol) of pyridinium chlorochromate in 450 ml of methylene chloride is added 21.4 g (0.1 mol) of 5-(4-chlorophenoxy)-1-pentanol. The mixture is maintained with stirring for 3 hours, diluted with 900 ml of ethyl ether and stirred for an additional 1 hour. Reactants: COC1=CC(=CC2=C1C(CC1(CCCCC1)O2)=O)OC (5,7-dimethoxy-spiro[2H-1-benzopyran-2,1'-cyclohexan]-4(3H)-one), B(Cl)(Cl)Cl (boron trichloride). The solvent is ClCCl (dichloromethane), ClCCl (dichloromethane). Run at time 1 hour. Yields the product OC1=CC(=CC2=C1C(CC1(CCCCC1)O2)=O)OC (5-hydroxy-7-methoxyspiro[2H-1-benzopyran-2,1'-cyclohexan]-4(3H)-one), crude crystalline solid. The yield is 99.5%. RXN SMILES: C[O:2][C:3]1[C:8]2[C:9](=[O:18])[CH2:10][C:11]3([O:17][C:7]=2[CH:6]=[C:5]([O:19][CH3:20])[CH:4]=1)[CH2:16][CH2:15][CH2:14][CH2:13][CH2:12]3.B(Cl)(Cl)Cl>ClCCl>[OH:2][C:3]1[C:8]2[C:9](=[O:18])[CH2:10][C:11]3([O:17][C:7]=2[CH:6]=[C:5]([O:19][CH3:20])[CH:4]=1)[CH2:16][CH2:15][CH2:14][CH2:13][CH2:12]3. Procedure: To a solution of 5,7-dimethoxy-spiro[2H-1-benzopyran-2,1'-cyclohexan]-4(3H)-one (prepared in Preparation 8) (0.70 g, 2.54 mmol) in dry dichloromethane (5 ml) is added dropwise 2M boron trichloride solution in dichloromethane (3 ml, 6 mmol) at -35° C. After one hour stirring at -30° to 0° C., ice-cold water is added to the mixture and the mixture is extracted with dichloromethane. The dichloromethane layer is washed with water, dried, and concentrated to yield 5-hydroxy-7-methoxyspiro[2H-1-benzop... The reactants are O=C(O)CCC(O)=NBr, CN(C)C=O, O, O=c1ccccn1-c1ccccn1. Product: O=c1ccc(Br)cn1-c1ccccn1. Reaction SMILES: [Br:19][N:20]=[C:21]([OH:22])[CH2:23][CH2:24][C:25]([OH:26])=[O:27].[CH3:1][N:2]([CH3:3])[CH:4]=[O:5].[OH2:28].[n:6]1[c:7](-[n:12]2[c:13](=[O:18])[cH:14][cH:15][cH:16][cH:17]2)[cH:8][cH:9][cH:10][cH:11]1>>[n:6]1[c:7](-[n:12]2[c:13](=[O:18])[cH:14][cH:15][c:16]([Br:19])[cH:17]2)[cH:8][cH:9][cH:10][cH:11]1.